Task: describe an organic reaction: reactants, conditions, products, and yield. Dataset: the Open Reaction Database (ORD), a public repository of structured organic reaction records Starting materials: CC(C)(C)OC(=O)NC1(c2ccc(-c3c(-c4ccccc4)oc4c(N5CCNC(=O)C5)cccc4c3=O)cc2)CCC1, NC1(c2ccc(-c3c(-c4ccccc4)oc4ccc(F)cc4c3=O)cc2)CCC1. The product is NC1(c2ccc(-c3c(-c4ccccc4)oc4c(N5CCNC(=O)C5)cccc4c3=O)cc2)CCC1. RXN SMILES: [C:30]([O:31][C:32](=[O:33])[NH:36][C:37]1([c:41]2[cH:42][cH:43][c:44](-[c:47]3[c:48](-[c:65]4[cH:66][cH:67][cH:68][cH:69][cH:70]4)[o:49][c:50]4[c:51]([N:58]5[CH2:59][C:60](=[O:64])[NH:61][CH2:62][CH2:63]5)[cH:52][cH:53][cH:54][c:55]4[c:56]3=[O:57])[cH:45][cH:46]2)[CH2:38][CH2:39][CH2:40]1)([CH3:34])([CH3:35])[CH3:71].[NH2:1][C:2]1([c:3]2[cH:4][cH:5][c:6](-[c:7]3[c:8](=[O:9])[c:10]4[c:11]([cH:12][cH:13][c:14]([F:15])[cH:16]4)[o:17][c:18]3-[c:19]3[cH:20][cH:21][cH:22][cH:23][cH:24]3)[cH:25][cH:26]2)[CH2:27][CH2:28][CH2:29]1>>[NH2:36][C:37]1([c:41]2[cH:42][cH:43][c:44](-[c:47]3[c:48](-[c:65]4[cH:66][cH:67][cH:68][cH:69][cH:70]4)[o:49][c:50]4[c:51]([N:58]5[CH2:59][C:60](=[O:64])[NH:61][CH2:62][CH2:63]5)[cH:52][cH:53][cH:54][c:55]4[c:56]3=[O:57])[cH:45][cH:46]2)[CH2:38][CH2:39][CH2:40]1. Reactants: [BH4-], COc1cc(OC)c(C(=O)N2CCC3(CC2)Oc2ccccc2-n2cccc23)cc1C=O, CO, [Na+]. Product: COc1cc(OC)c(C(=O)N2CCC3(CC2)Oc2ccccc2-n2cccc23)cc1CO. Reaction SMILES: [BH4-:33].[CH3:1][O:2][c:3]1[c:4]([CH:5]=[O:6])[cH:7][c:8]([C:13](=[O:14])[N:15]2[CH2:16][CH2:17][C:18]3([c:19]4[n:20]([cH:28][cH:29][cH:30]4)-[c:21]4[c:22]([cH:24][cH:25][cH:26][cH:27]4)[O:23]3)[CH2:31][CH2:32]2)[c:9]([O:11][CH3:12])[cH:10]1.[CH3:35][OH:36].[Na+:34]>>[CH3:1][O:2][c:3]1[c:4]([CH2:5][OH:6])[cH:7][c:8]([C:13](=[O:14])[N:15]2[CH2:16][CH2:17][C:18]3([c:19]4[n:20]([cH:28][cH:29][cH:30]4)-[c:21]4[c:22]([cH:24][cH:25][cH:26][cH:27]4)[O:23]3)[CH2:31][CH2:32]2)[c:9]([O:11][CH3:12])[cH:10]1. The reactants are OCCCNc1nc2cc(OC(F)(F)F)ccc2n2c(Br)cnc12, CN1CCCC1=O, N#C[Cu]C#N. Yields the product N#Cc1cnc2c(NCCCO)nc3cc(OC(F)(F)F)ccc3n12. As a reaction SMILES: [Br:1][c:2]1[cH:3][n:4][c:5]2[n:6]1[c:7]1[cH:8][cH:9][c:10]([O:20][C:21]([F:22])([F:23])[F:24])[cH:11][c:12]1[n:13][c:14]2[NH:15][CH2:16][CH2:17][CH2:18][OH:19].[CH3:30][N:31]1[CH2:32][CH2:33][CH2:34][C:35]1=[O:36].[Cu:25]([C:26]#[N:27])[C:28]#[N:29]>>[c:2]1([C:26]#[N:27])[cH:3][n:4][c:5]2[n:6]1[c:7]1[cH:8][cH:9][c:10]([O:20][C:21]([F:22])([F:23])[F:24])[cH:11][c:12]1[n:13][c:14]2[NH:15][CH2:16][CH2:17][CH2:18][OH:19]. Reactants: Cl (HCl), [Si](C)(C)(C(C)(C)C)OCCCN1C=2C=CC(=CC2C=2C3=C(C(=CC12)C1=C(C=CC=C1)Cl)C(NC3=O)=O)OC (6-(3-{[tert-Butyl(dimethyl) silyl]oxy}propyl)-4-(2-chlorophenyl)-9-methoxypyrrolo[3,4-c]carbazole-1,3(2H,6H)-dione). The solvent is C1CCOC1.CO (THF methanol). Reaction conditions: time 2 hour. Yields the product ClC1=C(C=CC=C1)C1=CC=2N(C=3C=CC(=CC3C2C2=C1C(NC2=O)=O)OC)CCCO (4-(2-Chlorophenyl)-6-(3-hydroxypropyl)-9-methoxypyrrolo[3,4-c]carbazole-1,3(2H,6H)-dione). Isolated yield 88.0%. As a reaction SMILES: Cl.[Si]([O:9][CH2:10][CH2:11][CH2:12][N:13]1[C:25]2[CH:24]=[C:23]([C:26]3[CH:31]=[CH:30][CH:29]=[CH:28][C:27]=3[Cl:32])[C:22]3[C:33](=[O:37])[NH:34][C:35](=[O:36])[C:21]=3[C:20]=2[C:19]2[CH:18]=[C:17]([O:38][CH3:39])[CH:16]=[CH:15][C:14]1=2)(C(C)(C)C)(C)C>C1COCC1.CO>[Cl:32][C:27]1[CH:28]=[CH:29][CH:30]=[CH:31][C:26]=1[C:23]1[C:22]2[C:33](=[O:37])[NH:34][C:35](=[O:36])[C:21]=2[C:20]2[C:19]3[CH:18]=[C:17]([O:38][CH3:39])[CH:16]=[CH:15][C:14]=3[N:13]([CH2:12][CH2:11][CH2:10][OH:9])[C:25]=2[CH:24]=1 |f:2.3|. Procedure details: 3N HCl (50 mL) was added to a solution of 6-(3-{[tert-Butyl(dimethyl) silyl]oxy}propyl)-4-(2-chlorophenyl)-9-methoxypyrrolo[3,4-c]carbazole-1,3(2H,6H)-dione (4.87 g, 8.85 mmol) prepared according to example 39 in 1:1 THF/methanol (200 mL). After stirring at room temperature for 2 h most of the solvents were removed in vacuo, the residue was extracted with ethyl acetate, washed well with water and the organic portion was concentrated to a volume of 60 mL. Petroleum ether was added to precipitate ... Starting materials: BrCCCCBr, O=C([O-])[O-], [Cs+], [Cs+], CNC(=O)c1c(-c2ccc(C)cc2)oc2nc(NS(C)(=O)=O)c(I)cc12, CN(C)C=O. Yields the product CNC(=O)c1c(-c2ccc(C)cc2)oc2nc(N(CCCCBr)S(C)(=O)=O)c(I)cc12. Reaction SMILES: [Br:27][CH2:28][CH2:29][CH2:30][CH2:31][Br:32].[C:33](=[O:34])([O-:35])[O-:36].[Cs+:37].[Cs+:38].[I:1][c:2]1[cH:3][c:4]2[c:5]([n:6][c:7]1[NH:8][S:9](=[O:10])(=[O:11])[CH3:12])[o:13][c:14](-[c:20]1[cH:21][cH:22][c:23]([CH3:26])[cH:24][cH:25]1)[c:15]2[C:16](=[O:17])[NH:18][CH3:19].[O:39]=[CH:40][N:41]([CH3:42])[CH3:43]>>[I:1][c:2]1[cH:3][c:4]2[c:5]([n:6][c:7]1[N:8]([S:9](=[O:10])(=[O:11])[CH3:12])[CH2:31][CH2:30][CH2:29][CH2:28][Br:27])[o:13][c:14](-[c:20]1[cH:21][cH:22][c:23]([CH3:26])[cH:24][cH:25]1)[c:15]2[C:16](=[O:17])[NH:18][CH3:19]. Reactants: CCC(=O)N1C(=O)OCC1Cc1ccccc1, O=Cc1cccnc1. Product: CC(C(=O)N1C(=O)OCC1Cc1ccccc1)C(O)c1cccnc1. As a reaction SMILES: [C:1]([CH2:2][CH3:3])(=[O:4])[N:5]1[C:6](=[O:17])[O:7][CH2:8][CH:9]1[CH2:10][c:11]1[cH:12][cH:13][cH:14][cH:15][cH:16]1.[n:18]1[cH:19][c:20]([CH:24]=[O:25])[cH:21][cH:22][cH:23]1>>[C:1]([CH:2]([CH3:3])[CH:24]([c:20]1[cH:19][n:18][cH:23][cH:22][cH:21]1)[OH:25])(=[O:4])[N:5]1[C:6](=[O:17])[O:7][CH2:8][CH:9]1[CH2:10][c:11]1[cH:12][cH:13][cH:14][cH:15][cH:16]1. The reactants are CO, CCCCOc1cc(C(=O)OCC)nn1Cc1ccc(Cl)cc1, N. Yields the product CCCCOc1cc(C(N)=O)nn1Cc1ccc(Cl)cc1. Reaction SMILES: [CH3:25][OH:26].[Cl:1][c:2]1[cH:3][cH:4][c:5]([CH2:6][n:7]2[n:8][c:9]([C:17](=[O:18])[O:19][CH2:20][CH3:21])[cH:10][c:11]2[O:12][CH2:13][CH2:14][CH2:15][CH3:16])[cH:22][cH:23]1.[NH3:24]>>[Cl:1][c:2]1[cH:3][cH:4][c:5]([CH2:6][n:7]2[n:8][c:9]([C:17](=[O:18])[NH2:24])[cH:10][c:11]2[O:12][CH2:13][CH2:14][CH2:15][CH3:16])[cH:22][cH:23]1. Yields the product C(C)(C)(C)OC([C@H]1N(CCC1)C(C(CSC(C)=O)C(F)(F)F)=O)=O (1-(3-acetylthio-2-trifluoromethylpropanoyl)-L-proline tert-butyl ester). Run in ClCCl (dichloromethane), ClCCl (dichloromethane), ClCCl (dichloromethane). Reaction SMILES: [C:1]([O:5][C:6](=[O:12])[C@@H:7]1[CH2:11][CH2:10][CH2:9][NH:8]1)([CH3:4])([CH3:3])[CH3:2].C1(N=C=NC2CCCCC2)CCCCC1.[C:28]([S:31][CH2:32][CH:33]([C:37]([F:40])([F:39])[F:38])[C:34](O)=[O:35])(=[O:30])[CH3:29]>ClCCl>[C:1]([O:5][C:6](=[O:12])[C@@H:7]1[CH2:11][CH2:10][CH2:9][N:8]1[C:34](=[O:35])[CH:33]([C:37]([F:38])([F:39])[F:40])[CH2:32][S:31][C:28](=[O:30])[CH3:29])([CH3:4])([CH3:2])[CH3:3]. Reported procedure: L-proline tert-butyl ester (5.1 g.) is dissolved in dichloromethane (40 mg.) and the solution is stirred and chilled in an ice bath. Dicyclohexylcarbodiimide (6.2 g.) dissolved in dichloromethane (15 ml.) is added followed immediately by a solution of 3-acetylthio-2-trifluoromethylpropanoic acid (6.5 g.) in dichloromethane (5 ml.). After fifteen minutes stirring in the ice bath and sixteen hours at room temperature, the precipitate formed is filtered off and the filtrate is concentrated to dryne... Starting materials: C1(CCCCC1)N=C=NC1CCCCC1 (Dicyclohexylcarbodiimide), ice, C(C)(C)(C)OC([C@H]1NCCC1)=O (L-proline tert-butyl ester), C(C)(=O)SCC(C(=O)O)C(F)(F)F (3-acetylthio-2-trifluoromethylpropanoic acid). The reactants are C1(=CC=CC=C1)P(C1=CC=CC=2C(C3=CC=CC(=C3OC12)P(C1=CC=CC=C1)C1=CC=CC=C1)(C)C)C1=CC=CC=C1 (4,5-bis(diphenylphosphino)-9,9-dimethyl-9H-xanthene), BrC1=CC=C(C=N1)N1CCN(CC1)C(=O)OC(C)(C)C (tert-Butyl 4-(6-bromopyridin-3-yl)piperazine-1-carboxylate), C1CCOC1 (THF), ClC1=NC=CC2=C1N(C=1N=C(N=CC12)N)C1CCCC1 (8-Chloro-9-cyclopentyl-9H-pyrido[4′,3′:4,5]pyrrolo[2,3-d]pyrimidin-2-amine), [Li+].C[Si](C)(C)[N-][Si](C)(C)C (LiHMDS), [NH4+].[Cl-] (NH4Cl). Reagents/catalysts: C=1C=CC(=CC1)/C=C/C(=O)/C=C/C2=CC=CC=C2.C=1C=CC(=CC1)/C=C/C(=O)/C=C/C2=CC=CC=C2.C=1C=CC(=CC1)/C=C/C(=O)/C=C/C2=CC=CC=C2.[Pd].[Pd] (Pd2(dba)3). Run in C(Cl)Cl (DCM), CO (methanol), C1(=CC=CC=C1)C (toluene). Run at temperature 80 celsius. Product: ClC1=NC=CC2=C1N(C=1N=C(N=CC12)NC1=CC=C(C=N1)N1CCN(CC1)C(=O)OC(C)(C)C)C1CCCC1 (tert-Butyl 4-(6-((8-chloro-9-cyclopentyl-9H-pyrido[4′,3′:4,5]pyrrolo[2,3-d]-pyrimidin-2-yl)amino)-3-pyridinyl)-1-piperazinecarboxylate). Isolated yield 72.6%. RXN SMILES: Br[C:2]1[N:7]=[CH:6][C:5]([N:8]2[CH2:13][CH2:12][N:11]([C:14]([O:16][C:17]([CH3:20])([CH3:19])[CH3:18])=[O:15])[CH2:10][CH2:9]2)=[CH:4][CH:3]=1.[Cl:21][C:22]1[C:27]2[N:28]([CH:36]3[CH2:40][CH2:39][CH2:38][CH2:37]3)[C:29]3[N:30]=[C:31]([NH2:35])[N:32]=[CH:33][C:34]=3[C:26]=2[CH:25]=[CH:24][N:23]=1.[Li+].C[Si]([N-][Si](C)(C)C)(C)C.C1COCC1.C1(P(C2C=CC=CC=2)C2C3OC4C(=CC=CC=4P(C4C=CC=CC=4)C4C=CC=CC=4)C(C)(C)C=3C=CC=2)C=CC=CC=1.[NH4+].[Cl-]>C1(C)C=CC=CC=1.C(Cl)Cl.CO.C1C=CC(/C=C/C(/C=C/C2C=CC=CC=2)=O)=CC=1.C1C=CC(/C=C/C(/C=C/C2C=CC=CC=2)=O)=CC=1.C1C=CC(/C=C/C(/C=C/C2C=CC=CC=2)=O)=CC=1.[Pd].[Pd]>[Cl:21][C:22]1[C:27]2[N:28]([CH:36]3[CH2:40][CH2:39][CH2:38][CH2:37]3)[C:29]3[N:30]=[C:31]([NH:35][C:2]4[N:7]=[CH:6][C:5]([N:8]5[CH2:13][CH2:12][N:11]([C:14]([O:16][C:17]([CH3:20])([CH3:19])[CH3:18])=[O:15])[CH2:10][CH2:9]5)=[CH:4][CH:3]=4)[N:32]=[CH:33][C:34]=3[C:26]=2[CH:25]=[CH:24][N:23]=1 |f:2.3,6.7,11.12.13.14.15|. Procedure: Compound 196 (0.178 g, 0.521 mmol), compound 194 (0.125 g, 0.434 mmol), and LiHMDS 1M in THF (1.30 mL, 1.30 mmol) were combined in 5 mL of anhydrous toluene. N2 was bubbled through the solution briefly before adding Pd2(dba)3 (0.0298 g, 0.0326 mmol) and 4,5-bis(diphenylphosphino)-9,9-dimethyl-9H-xanthene (0.0377 g, 0.0652 mmol). The solution was then heated to 80° C. for 2 hours with microwave irradiation. The solution was diluted with DCM before it was poured into sat's NH4Cl. Partitioned the l...